Dataset: the Open Reaction Database (ORD), a public repository of structured organic reaction records. Task: describe an organic reaction: reactants, conditions, products, and yield The reactants are C(C)OC(=O)C1(CCN(CC1)S(=O)(=O)C1=C(C=CC=C1)Cl)CCOC (1-(2-chloro-benzenesulfonyl)-4-(2-methoxy-ethyl)-piperidine-4-carboxylic acid ethyl ester), [Cl-].C[Al+]C (dimethylaluminium chloride), FC1=CC=C(C=C1)CCN (2-(4-Fluoro-phenyl)-ethylamine). Solvent: C1(=CC=CC=C1)C (toluene). Yields the product ClC1=C(C=CC=C1)S(=O)(=O)N1CCC2(CCN(C2=O)CCC2=CC=C(C=C2)F)CC1 (8-(2-Chloro-benzenesulfonyl)-2-[2-(4-fluoro-phenyl)-ethyl]-2,8-diaza-spiro[4.5]decan-1-one). As a reaction SMILES: C(O[C:4]([C:6]1([CH2:22][CH2:23]OC)[CH2:11][CH2:10][N:9]([S:12]([C:15]2[CH:20]=[CH:19][CH:18]=[CH:17][C:16]=2[Cl:21])(=[O:14])=[O:13])[CH2:8][CH2:7]1)=[O:5])C.[Cl-].C[Al+]C.[F:30][C:31]1[CH:36]=[CH:35][C:34]([CH2:37][CH2:38][NH2:39])=[CH:33][CH:32]=1>C1(C)C=CC=CC=1>[Cl:21][C:16]1[CH:17]=[CH:18][CH:19]=[CH:20][C:15]=1[S:12]([N:9]1[CH2:8][CH2:7][C:6]2([C:4](=[O:5])[N:39]([CH2:38][CH2:37][C:34]3[CH:35]=[CH:36][C:31]([F:30])=[CH:32][CH:33]=3)[CH2:23][CH2:22]2)[CH2:11][CH2:10]1)(=[O:13])=[O:14] |f:1.2|. Procedure: This material was prepared in analogy to example 1 step D) from 1-(2-chloro-benzenesulfonyl)-4-(2-methoxy-ethyl)-piperidine-4-carboxylic acid ethyl ester, dimethylaluminium chloride in toluene and 2-(4-Fluoro-phenyl)-ethylamine. MS (ESI): 451.3 (MH+). The reactants are 4-hydroxy-6-(2-phenethyl)pyridazin-3(2H)-one, C(C1=CC=CC=C1)OC=1N=NC(=CC1OCC1=CC=CC=C1)C#CC1=CCC(CC1)OC (3,4-bis(benzyloxy)-6-[(4-methoxycyclohex-1-en-1-yl)ethynyl]pyridazine), C(C1=CC=CC=C1)OC=1N=NC(=CC1OCC1=CC=CC=C1)C#CC1=CCC(CC1)OC (3,4-bis(benzyloxy)-6-[(4-methoxycyclohex-1-en-1-yl)ethynyl]pyridazine). Run in CO (methanol). The product is OC=1C(NN=C(C1)CCC1CCC(CC1)OC)=O (4-hydroxy-6-[2-(4-methoxycyclohexyl)ethyl]pyridazin-3(2H)-one). Yield: 26.0%. Reaction SMILES: C([O:8][C:9]1[N:10]=[N:11][C:12]([C:23]#[C:24][C:25]2[CH2:30][CH2:29][CH:28]([O:31][CH3:32])[CH2:27][CH:26]=2)=[CH:13][C:14]=1[O:15]CC1C=CC=CC=1)C1C=CC=CC=1>CO>[OH:15][C:14]1[C:9](=[O:8])[NH:10][N:11]=[C:12]([CH2:23][CH2:24][CH:25]2[CH2:30][CH2:29][CH:28]([O:31][CH3:32])[CH2:27][CH2:26]2)[CH:13]=1. Procedure: Prepared as described for 4-hydroxy-6-(2-phenethyl)pyridazin-3(2H)-one (Example 1) from 3,4-bis(benzyloxy)-6-[(4-methoxycyclohex-1-en-1-yl)ethynyl]pyridazine (Intermediate 20) except that the reaction was carried out in methanol. The resulting crude product was purified by preparative HPLC under acidic conditions to afford 4-hydroxy-6-[2-(4-methoxycyclohexyl)ethyl]pyridazin-3(2H)-one (mixture of isomers) as a white solid (26% yield). Procedure: Dimethyl trans-cyclohexane-1,4-dicarboxylate (150.0 g) obtained in (1) above is dissolved in tetrahydrofuran (1500 ml), and to the solution is added dropwise a mixed solution of 28% sodium methoxide/methanol (149 g) and water (13.2 g) under ice-cooling. The reaction solution is warmed to room temperature, stirred for 3.5 hours, and thereto is poured n-hexane (1500 ml) and the mixture is filtered to collect the precipitates. The resulting solid is added to a mixture of conc. hydrochloric acid (50... Yields the product COC(=O)[C@@H]1CC[C@H](CC1)C(=O)O (trans-4-(methoxycarbonyl)cyclohexanecarboxylic acid). Reaction conditions: time 3.5 hour. As a reaction SMILES: [CH3:1][O-:2].[Na+].[CH3:4][OH:5].[OH2:6].[CH3:7][CH2:8][CH2:9][CH2:10][CH2:11][CH3:12].[O:13]1CCC[CH2:14]1>>[CH3:1][O:2][C:4]([C@H:9]1[CH2:8][CH2:7][C@H:12]([C:14]([OH:13])=[O:6])[CH2:11][CH2:10]1)=[O:5] |f:0.1.2|. Reactants: O1CCCC1 (tetrahydrofuran), C[O-].[Na+].CO (sodium methoxide methanol), O (water), CCCCCC (n-hexane). The reactants are CC(C)N(NC(=O)c1ccccc1)C(=O)CCc1ccccc1Br, O=C([O-])[O-], COc1ccccc1B(O)O, COCCOC, [Na+], [Na+]. The product is COc1ccccc1-c1ccccc1CCC(=O)N(NC(=O)c1ccccc1)C(C)C. Reaction SMILES: [Br:1][c:2]1[c:3]([CH2:8][CH2:9][C:10](=[O:11])[N:12]([NH:13][C:14]([c:15]2[cH:16][cH:17][cH:18][cH:19][cH:20]2)=[O:21])[CH:22]([CH3:23])[CH3:24])[cH:4][cH:5][cH:6][cH:7]1.[C:25](=[O:26])([O-:27])[O-:28].[CH3:31][O:32][c:33]1[c:34]([B:39]([OH:40])[OH:41])[cH:35][cH:36][cH:37][cH:38]1.[CH3:42][O:43][CH2:44][CH2:45][O:46][CH3:47].[Na+:29].[Na+:30]>>[c:2]1(-[c:34]2[c:33]([O:32][CH3:31])[cH:38][cH:37][cH:36][cH:35]2)[c:3]([CH2:8][CH2:9][C:10](=[O:11])[N:12]([NH:13][C:14]([c:15]2[cH:16][cH:17][cH:18][cH:19][cH:20]2)=[O:21])[CH:22]([CH3:23])[CH3:24])[cH:4][cH:5][cH:6][cH:7]1.